This data is from the Open Reaction Database (ORD), a public repository of structured organic reaction records. The task is: describe an organic reaction: reactants, conditions, products, and yield Starting materials: C1COCCN1, CC1C(=O)N(CCC(=O)O)CCN1C(=O)Nc1ccc(Cl)c(Cl)c1. Yields the product CC1C(=O)N(CCC(=O)N2CCOCC2)CCN1C(=O)Nc1ccc(Cl)c(Cl)c1. RXN SMILES: [CH2:25]1[CH2:26][O:27][CH2:28][CH2:29][NH:30]1.[Cl:1][c:2]1[cH:3][c:4]([NH:9][C:10](=[O:11])[N:12]2[CH:13]([CH3:24])[C:14](=[O:23])[N:15]([CH2:18][CH2:19][C:20](=[O:21])[OH:22])[CH2:16][CH2:17]2)[cH:5][cH:6][c:7]1[Cl:8]>>[Cl:1][c:2]1[cH:3][c:4]([NH:9][C:10](=[O:11])[N:12]2[CH:13]([CH3:24])[C:14](=[O:23])[N:15]([CH2:18][CH2:19][C:20](=[O:22])[N:30]3[CH2:25][CH2:26][O:27][CH2:28][CH2:29]3)[CH2:16][CH2:17]2)[cH:5][cH:6][c:7]1[Cl:8]. Reactants: BrC1=CC(=C(C=C1)S(=O)(=O)Cl)OC(F)(F)F (4-bromo-2-trifluoromethoxyphenyl sulphonyl chloride), NCCCCO (4-aminobutanol). Yields the product OCCCCNS(=O)(=O)C1=C(C=C(C=C1)Br)OC(F)(F)F (4-Bromo-2-trifluoromethoxyphenyl-sulfonic acid-(4-hydroxybutyl)-amide). Reaction SMILES: [Br:1][C:2]1[CH:7]=[CH:6][C:5]([S:8](Cl)(=[O:10])=[O:9])=[C:4]([O:12][C:13]([F:16])([F:15])[F:14])[CH:3]=1.[NH2:17][CH2:18][CH2:19][CH2:20][CH2:21][OH:22]>>[OH:22][CH2:21][CH2:20][CH2:19][CH2:18][NH:17][S:8]([C:5]1[CH:6]=[CH:7][C:2]([Br:1])=[CH:3][C:4]=1[O:12][C:13]([F:16])([F:15])[F:14])(=[O:10])=[O:9]. Procedure: Using a method analogous to that described in Example 1, 4-bromo-2-trifluoromethoxyphenyl sulphonyl chloride was reacted with 4-aminobutanol, and the title compound obtained as a white solid after recrystallisation from ether/petrol. δC (CDCl3, 62.9 MHz): 26.5, 29.4, 43.3, 62.1, 127.3, 131.7, 131.7, 133.1, 135.4 and 137.9. Starting materials: ClC1=CC=C(S1)C(=O)NCC=1N=CN(C1)C1=C(C=C(C=C1)N1C(C=CC=C1)=O)F (5-Chloro-N-((1-(2-fluoro-4-(2-oxopyridin-1(2H)-yl)phenyl)-1H-imidazol-4-yl)methyl)thiophene-2-carboxamide), CS(=O)C (DMSO). Yields the product ClC1=CC=C(S1)C(=O)NCC=1N=CN(C1)C1=C(C=C(C=C1)N1C(C=CC=C1)=O)SC (5-chloro-N-((1-(2-(methylthio)-4-(2-oxopyridin-1(2H)-yl)phenyl)-1H-imidazol-4-yl)methyl)thiophene-2-carboxamide). As a reaction SMILES: [Cl:1][C:2]1[S:6][C:5]([C:7]([NH:9][CH2:10][C:11]2[N:12]=[CH:13][N:14]([C:16]3[CH:21]=[CH:20][C:19]([N:22]4[CH:27]=[CH:26][CH:25]=[CH:24][C:23]4=[O:28])=[CH:18][C:17]=3F)[CH:15]=2)=[O:8])=[CH:4][CH:3]=1.[CH3:30][S:31](C)=O>>[Cl:1][C:2]1[S:6][C:5]([C:7]([NH:9][CH2:10][C:11]2[N:12]=[CH:13][N:14]([C:16]3[CH:21]=[CH:20][C:19]([N:22]4[CH:27]=[CH:26][CH:25]=[CH:24][C:23]4=[O:28])=[CH:18][C:17]=3[S:31][CH3:30])[CH:15]=2)=[O:8])=[CH:4][CH:3]=1. Reported procedure: A solution of 5-chloro-N-((1-(2-fluoro-4-(2-oxopyridin-1(2H)-yl)phenyl)-1H-imidazol-4-yl)methyl)thiophene-2-carboxamide 21 prepared in Example 11 (96 mg, 0.22 mmol) and NaSMe (68 mg, 0.97 mmol) in DMSO (2 mL) was heated at 80° C. for 1 h. The mixture was purified by HPLC to give 5-chloro-N-((1-(2-(methylthio)-4-(2-oxopyridin-1(2H)-yl)phenyl)-1H-imidazol-4-yl)methyl)thiophene-2-carboxamide (16 mg). MS 457.0 and 459.0 (M+H, Cl pattern) Starting materials: CNC(=O)NC1=CC=C(C=C1)C1=NC(=C2C(=N1)N(N=C2)C2CCC(CC2)=O)N2CC1CCC(C2)O1 (1-methyl-3-{4-[4-(8-oxa-3-azabicyclo[3.2.1]oct-3-yl)-1-(4-oxocyclohexyl)-1H-pyrazolo[3,4-d]pyrimidin-6-yl]phenyl}urea), COC(OC)OC (trimethylorthoformate), CO (methanol), C1(=CC=C(C=C1)S(=O)(=O)O)C (p-toluene sulfonic acid). Run in C(Cl)Cl (DCM). Run at time 8 hour. Yields the product COC1(CCC(CC1)N1N=CC=2C1=NC(=NC2N2CC1CCC(C2)O1)C1=CC=C(C=C1)NC(=O)NC)OC (1-{4-[1-(4,4-dimethoxycyclohexyl)-4-(8-oxa-3-azabicyclo[3.2.1]oct-3-yl)-1H-pyrazolo[3,4-d]pyrimidin-6-yl]phenyl}-3-methylurea). Reaction SMILES: [CH3:1][NH:2][C:3]([NH:5][C:6]1[CH:11]=[CH:10][C:9]([C:12]2[N:17]=[C:16]3[N:18]([CH:21]4[CH2:26][CH2:25]C(=O)[CH2:23][CH2:22]4)[N:19]=[CH:20][C:15]3=[C:14]([N:28]3[CH2:34][CH:33]4[O:35][CH:30]([CH2:31][CH2:32]4)[CH2:29]3)[N:13]=2)=[CH:8][CH:7]=1)=[O:4].CO[CH:38]([O:41][CH3:42])[O:39][CH3:40].CO.C1(C)C=CC(S(O)(=O)=O)=CC=1>C(Cl)Cl>[CH3:42][O:41][C:38]1([O:39][CH3:40])[CH2:25][CH2:26][CH:21]([N:18]2[C:16]3=[N:17][C:12]([C:9]4[CH:8]=[CH:7][C:6]([NH:5][C:3]([NH:2][CH3:1])=[O:4])=[CH:11][CH:10]=4)=[N:13][C:14]([N:28]4[CH2:34][CH:33]5[O:35][CH:30]([CH2:31][CH2:32]5)[CH2:29]4)=[C:15]3[CH:20]=[N:19]2)[CH2:22][CH2:23]1. Procedure: To a solution of 1-methyl-3-{4-[4-(8-oxa-3-azabicyclo[3.2.1]oct-3-yl)-1-(4-oxocyclohexyl)-1H-pyrazolo[3,4-d]pyrimidin-6-yl]phenyl}urea (80 mg) (0.17 mmol) in DCM (2.0 mL) was added trimethylorthoformate and methanol in excess and a catalytic amount of p-toluene sulfonic acid along with molecular sieves and stirred at room temperature overnight. The added water and extracted 3 times with EtOAc. The organics were dried (MgSO4) and filtered off through a pad of Magnesol and concentrated in vacuo. t... The reactants are OCC=1C=C(C=CC1OC)CC(C(=O)OCC)OC(C)C (ethyl 3-[3-(hydroxymethyl)-4-methoxyphenyl]-2-isopropoxypropanoate), ClC1=C(C=CC(=C1)Cl)N=C=O (2,4-dichlorophenylisocyanate). Yields the product ClC1=C(NC(=O)OCC=2C=C(C=CC2OC)CC(C(=O)O)OC(C)C)C=CC(=C1)Cl (3-[3-({[(2,4-Dichloro)anilinocarbonyl]oxy}methyl)-4-methoxyphenyl]-2-isopropoxypropanoic acid). Reaction SMILES: [OH:1][CH2:2][C:3]1[CH:4]=[C:5]([CH2:11][CH:12]([O:18][CH:19]([CH3:21])[CH3:20])[C:13]([O:15]CC)=[O:14])[CH:6]=[CH:7][C:8]=1[O:9][CH3:10].[Cl:22][C:23]1[CH:28]=[C:27]([Cl:29])[CH:26]=[CH:25][C:24]=1[N:30]=[C:31]=[O:32]>>[Cl:22][C:23]1[CH:28]=[C:27]([Cl:29])[CH:26]=[CH:25][C:24]=1[NH:30][C:31]([O:1][CH2:2][C:3]1[CH:4]=[C:5]([CH2:11][CH:12]([O:18][CH:19]([CH3:20])[CH3:21])[C:13]([OH:15])=[O:14])[CH:6]=[CH:7][C:8]=1[O:9][CH3:10])=[O:32]. Procedure: Using ethyl 3-[3-(hydroxymethyl)-4-methoxyphenyl]-2-isopropoxypropanoate and 2,4-dichlorophenylisocyanate, the title compound was obtained in the same manner as described in Example 148. Starting materials: [Li]CCCC (n-BuLi), CC#N.C(=O)=O (CH3CN dry ice), [Li]CCCC (n-BuLi), CN1C=NC=C1 (1-methylimidazole), Cl[Si](CC)(CC)CC (Chlorotriethylsilane), CON(C(=O)C1=CN=NC=C1)C (N-methoxy-N-methylpyridazine-4-carboxamide), Intermediate 29. The solvent is C1CCOC1 (THF), C1CCOC1 (THF). Conditions: temperature -78 celsius, time 15 minute. Yields the product CN1C(=NC=C1)C(=O)C1=CN=NC=C1 ((1-Methyl-1H-imidazol-2-yl)(pyridazin-4-yl)methanone). As a reaction SMILES: [Li]CCCC.[CH3:6][N:7]1[CH:11]=[CH:10][N:9]=[CH:8]1.Cl[Si](CC)(CC)CC.CON(C)[C:23]([C:25]1[CH:30]=[CH:29][N:28]=[N:27][CH:26]=1)=[O:24].CC#N.C(=O)=O>C1COCC1>[CH3:6][N:7]1[CH:11]=[CH:10][N:9]=[C:8]1[C:23]([C:25]1[CH:30]=[CH:29][N:28]=[N:27][CH:26]=1)=[O:24] |f:4.5|. Procedure details: n-BuLi (1.6 M in hexane, 3.65 mL, 5.84 mmol) was added to a solution of 1-methylimidazole (0.452 mL, 5.7 mmol) in THF (30 mL) at −78° C. The mixture was stirred at −78° C. for 15 min. Chlorotriethylsilane (0.955 mL, 5.7 mmol) was added slowly. The mixture was removed from the dry ice/acetone bath and was stirred for 30 min. The mixture was again cooled in a dry ice/acetone bath before addition of a second portion of n-BuLi (1.6 M in hexane, 3.65 mL, 5.84 mmol). The mixture was stirred at −78° C.... Product: NCC=1C(=CC(=NC1C)NC(OC(C)(C)C)=O)C (Tert-butyl 5-(aminomethyl)-4,6-dimethylpyridin-2-ylcarbamate). The reagents and catalysts are [Ni] (raney-nickel). Procedure: tert-butyl 5-cyano-4,6-dimethylpyridin-2-ylcarbamate (8 g) was hydrogenated by means of raney-nickel (18.9 g) in MeOH/NH3 aq. 10% (100 ml). The reaction mixture was filtered through hyflo, washed with MeOH and evaporated under reduced pressure. The crude was solved in EA (100 ml) and heptane 80 (ml) was added. The solution was partly evaporated to a volume of approx. 80 ml. The precipitated solid was filtrated to afford the title compound. HPLC/MS (Method F): RtF=0.82 min, [M+H]+=252.3. The reactants are C(#N)C=1C(=CC(=NC1C)NC(OC(C)(C)C)=O)C (tert-butyl 5-cyano-4,6-dimethylpyridin-2-ylcarbamate). Run in CO.N (MeOH NH3). Reaction SMILES: [C:1]([C:3]1[C:4]([CH3:18])=[CH:5][C:6]([NH:10][C:11](=[O:17])[O:12][C:13]([CH3:16])([CH3:15])[CH3:14])=[N:7][C:8]=1[CH3:9])#[N:2]>CO.N.[Ni]>[NH2:2][CH2:1][C:3]1[C:4]([CH3:18])=[CH:5][C:6]([NH:10][C:11](=[O:17])[O:12][C:13]([CH3:14])([CH3:15])[CH3:16])=[N:7][C:8]=1[CH3:9] |f:1.2|.